Dataset: the Open Reaction Database (ORD), a public repository of structured organic reaction records. Task: describe an organic reaction: reactants, conditions, products, and yield RXN SMILES: [CH2:1]([CH:2]=[CH2:3])[C:4]1([c:24]2[cH:25][cH:26][cH:27][cH:28][cH:29]2)[C:5]([C:18](=[O:19])[N:20]([CH3:21])[O:22][CH3:23])=[N:6][N:7]2[CH:8]1[CH2:9][O:10][c:11]1[c:12]2[cH:13][c:14]([F:17])[cH:15][cH:16]1.[CH2:43]1[O:44][CH2:45][CH2:46][CH2:47]1.[CH:30]12[CH2:31][CH2:32][CH2:33][CH:34]([BH:35]1)[CH2:36][CH2:37][CH2:38]2.[Na+:40].[OH-:39].[OH2:48].[OH:41][OH:42]>>[CH2:1]([CH2:2][CH2:3][OH:39])[C:4]1([c:24]2[cH:25][cH:26][cH:27][cH:28][cH:29]2)[C:5]([C:18](=[O:19])[N:20]([CH3:21])[O:22][CH3:23])=[N:6][N:7]2[CH:8]1[CH2:9][O:10][c:11]1[c:12]2[cH:13][c:14]([F:17])[cH:15][cH:16]1. The product is CON(C)C(=O)C1=NN2c3cc(F)ccc3OCC2C1(CCCO)c1ccccc1. Reactants: C=CCC1(c2ccccc2)C(C(=O)N(C)OC)=NN2c3cc(F)ccc3OCC21, C1CCOC1, B1C2CCCC1CCC2, [Na+], [OH-], O, OO.